Dataset: the Open Reaction Database (ORD), a public repository of structured organic reaction records. Task: describe an organic reaction: reactants, conditions, products, and yield Starting materials: OC12CC3(CC(CC(C1)(C3)O)C2)C(=O)O (3,5-dihydroxy-1-adamantanecarboxylic acid), C(CCC)O (n-butanol), S(O)(O)(=O)=O (sulfuric acid). Solvent: C1(=CC=CC=C1)C (toluene), C1(=CC=CC=C1)C (toluene). The product is OC12CC3(CC(CC(C1)(C3)O)C2)C(=O)OCCCC (n-butyl 3,5-dihydroxy-adamantanecarboxylate). RXN SMILES: [OH:1][C:2]12[CH2:12][CH:6]3[CH2:7][C:8]([OH:11])([CH2:10][C:4]([C:13]([OH:15])=[O:14])([CH2:5]3)[CH2:3]1)[CH2:9]2.[CH2:16](O)[CH2:17][CH2:18][CH3:19].S(=O)(=O)(O)O>C1(C)C=CC=CC=1>[OH:11][C:8]12[CH2:7][CH:6]3[CH2:12][C:2]([OH:1])([CH2:3][C:4]([C:13]([O:15][CH2:16][CH2:17][CH2:18][CH3:19])=[O:14])([CH2:5]3)[CH2:10]1)[CH2:9]2. Procedure: A mixture of 300 mmole of the above-prepared 3,5-dihydroxy-1-adamantanecarboxylic acid, 450 mmole of n-butanol, 15 mmole of sulfuric acid, and 900 ml of toluene was stirred under reflux of toluene for 5 hours. The reaction mixture was concentrated and was then subjected to column chromatography on a silica gel to yield n-butyl 3,5-dihydroxy-adamantanecarboxylate. Starting materials: [N+](=O)([O-])C=1C=C(C(C#N)=CC1)C#N (4-nitrophthalonitrile), COCCOCCOCCO (triethylene glycol monomethyl ether), C([O-])([O-])=O.[K+].[K+] (potassium carbonate). The solvent is CN(C)C=O (DMF). Reaction conditions: time 8 hour. The product is COCCOCCOCCOC=1C=C(C(C#N)=CC1)C#N (4-(2-(2-(2-methoxyethoxy)ethoxy)ethoxy)phthalonitrile). The yield is 45.0%. RXN SMILES: [N+]([C:4]1[CH:5]=[C:6]([C:12]#[N:13])[C:7](=[CH:10][CH:11]=1)[C:8]#[N:9])([O-])=O.[CH3:14][O:15][CH2:16][CH2:17][O:18][CH2:19][CH2:20][O:21][CH2:22][CH2:23][OH:24].C(=O)([O-])[O-].[K+].[K+]>CN(C=O)C>[CH3:14][O:15][CH2:16][CH2:17][O:18][CH2:19][CH2:20][O:21][CH2:22][CH2:23][O:24][C:4]1[CH:5]=[C:6]([C:12]#[N:13])[C:7](=[CH:10][CH:11]=1)[C:8]#[N:9] |f:2.3.4|. Reported procedure: A mixture of 4-nitrophthalonitrile (1.73 g, 10 mmol), triethylene glycol monomethyl ether (1.52 g, 10 mmol) and dried potassium carbonate (2.76 g, 20 mmol) in anhydrous DMF (15 mL) was stirred overnight at ambient temperature under argon. The solvents were removed in vacuo, and the crude product was purified by column chromatography on silica gel using dichloromethane/methanol mixture (97:3) as an eluent to give the product in 45% yield. [1H NMR (δ, ppm, CDCl3): 7.70 (d, 1H, J=8.7 Hz), 7.31 (d, ... Reactants: O (water), 3g, COC1=CC=C(C=C1)C=1N=C2N(C1C1=CC=NC=C1)CCC2 (2-(4-methoxyphenyl)-3-(4-pyridyl)-6,7-dihydro [5H]pyrrolo [1,2-a]imidazole), B(Br)(Br)Br (boron tribromide). Solvent: C(Cl)Cl (methylene chloride), C(Cl)Cl (methylene chloride). Product: Br.Br.OC1=CC=C(C=C1)C=1N=C2N(C1C1=CC=NC=C1)CCC2 (2-(4-Hydroxyphenyl) 3 (4-pyridyl) 6,7-dihydro-[5H]pyrrolo[1,2 a]imidazole dihydrobromide). Reaction SMILES: C[O:2][C:3]1[CH:8]=[CH:7][C:6]([C:9]2[N:10]=[C:11]3[CH2:22][CH2:21][CH2:20][N:12]3[C:13]=2[C:14]2[CH:19]=[CH:18][N:17]=[CH:16][CH:15]=2)=[CH:5][CH:4]=1.B(Br)(Br)[Br:24].O>C(Cl)Cl>[BrH:24].[BrH:24].[OH:2][C:3]1[CH:4]=[CH:5][C:6]([C:9]2[N:10]=[C:11]3[CH2:22][CH2:21][CH2:20][N:12]3[C:13]=2[C:14]2[CH:19]=[CH:18][N:17]=[CH:16][CH:15]=2)=[CH:7][CH:8]=1 |f:4.5.6|. Procedure details: A stirred solution of 3g (10.3 mmoles) of 2-(4-methoxyphenyl)-3-(4-pyridyl)-6,7-dihydro [5H]pyrrolo [1,2-a]imidazole of Part c) above in 150 ml of dry methylene chloride was treated dropwise at -80° C. with a solution of 17.7 g (30.9 mmoles) of boron tribromide in methylene chloride and allowed to warm to room temperature overnight. The reaction mixture was chilled in an ice bath, 5 to 10 ml of water added, and the solvent removed in vacuo. The residue was recrystallized from hot water containin... Reactants: CCn1c([N+](=O)[O-])cnc1C, CCCC[O-], CCO, O=Cc1ccccc1, [K]. Product: CCn1c([N+](=O)[O-])cnc1C=Cc1ccccc1. As a reaction SMILES: [CH2:1]([CH3:2])[n:3]1[c:4]([CH3:11])[n:5][cH:6][c:7]1[N+:8](=[O:9])[O-:10].[CH3:20][CH2:21][CH2:22][CH2:23][O-:24].[CH3:25][CH2:26][OH:27].[CH:12](=[O:13])[c:14]1[cH:15][cH:16][cH:17][cH:18][cH:19]1.[K:28]>>[CH2:1]([CH3:2])[n:3]1[c:4]([CH:11]=[CH:12][c:14]2[cH:15][cH:16][cH:17][cH:18][cH:19]2)[n:5][cH:6][c:7]1[N+:8](=[O:9])[O-:10]. The reactants are C1OC(CCCC2=CC=C(C#N)C=C2)OC1 (p-(4,4-ethylenedioxybutyl)benzonitrile), O1CCCC1 (tetrahydrofuran), Cl (hydrochloric acid). The solvent is O (water). Run at time 3 hour. Product: C(#N)C1=CC=C(C=C1)CCCC=O (4-(p-cyanophenyl)butyraldehyde). The yield is 116.5%. As a reaction SMILES: C1CO[CH:3]([CH2:4][CH2:5][CH2:6][C:7]2[CH:14]=[CH:13][C:10]([C:11]#[N:12])=[CH:9][CH:8]=2)[O:2]1.O1CCCC1.Cl>O>[C:11]([C:10]1[CH:13]=[CH:14][C:7]([CH2:6][CH2:5][CH2:4][CH:3]=[O:2])=[CH:8][CH:9]=1)#[N:12]. Reported procedure: A mixture of 2.8 g of p-(4,4-ethylenedioxybutyl)benzonitrile, 56 ml of tetrahydrofuran and 56 ml of 10% hydrochloric acid was stirred for 3 hours at room temperature and then left to stand overnight. Thereafter, the reaction mixture was diluted with water and extracted three times with diethyl ether. The organic phases were washed twice with water, dried over magnesium sulphate, filtered and concentrated. There were obtained 2.6 g of 4-(p-cyanophenyl)butyraldehyde which was processed without add... The reactants are ice, N1=CC=CC=C1 (pyridine), C(C)OCC (diethyl ether), C(C1=CC=CC=C1)O[C@H](CCCCCC[C@H](CO)O)C ((2R,9S)-9-benzyloxydecane-1,2-diol), N1=CC=CC=C1 (pyridine), C1(=CC=C(C=C1)S(=O)(=O)Cl)C (p-toluene sulfonyl chloride), ice water. Run in CCCCCC (hexane), C(C)(=O)OCC (ethyl acetate). Run at time 12 hour. Product: C(C1=CC=CC=C1)O[C@H](CCCCCC[C@H](COS(=O)(=O)C1=CC=C(C=C1)C)O)C ((2R,9S)-9-benzyloxy-1 (p-tolylsulfonyloxy)decane-2-ol). The yield is 70.0%. As a reaction SMILES: [CH2:1]([O:8][C@@H:9]([CH3:20])[CH2:10][CH2:11][CH2:12][CH2:13][CH2:14][CH2:15][C@@H:16]([OH:19])[CH2:17][OH:18])[C:2]1[CH:7]=[CH:6][CH:5]=[CH:4][CH:3]=1.N1C=CC=CC=1.[C:27]1([CH3:37])[CH:32]=[CH:31][C:30]([S:33](Cl)(=[O:35])=[O:34])=[CH:29][CH:28]=1.C(OCC)C>CCCCCC.C(OCC)(=O)C>[CH2:1]([O:8][C@@H:9]([CH3:20])[CH2:10][CH2:11][CH2:12][CH2:13][CH2:14][CH2:15][C@@H:16]([OH:19])[CH2:17][O:18][S:33]([C:30]1[CH:31]=[CH:32][C:27]([CH3:37])=[CH:28][CH:29]=1)(=[O:35])=[O:34])[C:2]1[CH:7]=[CH:6][CH:5]=[CH:4][CH:3]=1. Reported procedure: To an ice cold solution of 4.6 g (16.4 mmol) (2R,9S)-9-benzyloxydecane-1,2-diol in 50 ml abs. pyridine was slowly added a solution of 2.9 g (15 mmol) p-toluene sulfonyl chloride in 20 ml abs. pyridine. Stirring was continued for 5 h at 0° C. and 12 h at 4° C. Subsequently, 150 ml ice water (brought to pH 5 with 0.1% hydrochloric acid) were added and 60 ml diethyl ether. Subsequently, the aqueous layer was extracted four times with 120 ml diethyl ether. The combined organic layers were washed thr...